Task: describe an organic reaction: reactants, conditions, products, and yield. Dataset: the Open Reaction Database (ORD), a public repository of structured organic reaction records Reactants: BrC1=C(C=C(C=2NC3=CC(=CC=C3C12)C(C)(C)O)C(=O)N)F (4-bromo-3-fluoro-7-(2-hydroxypropan-2-yl)-9H -carbazole-1-carboxamide), BrC1=C(C=C(C=2NC3=CC(=CC=C3C12)C(C)(C)O)C(=O)N)F (4-bromo-3-fluoro-7-(2-hydroxypropan-2-yl)-9H -carbazole-1-carboxamide), FC1=CC=CN2C(N(C(C=C21)=O)C2=C(C(=CC=C2)B2OC(C(O2)(C)C)(C)C)C)=O (racemic 5-fluoro-2-(2-methyl-3-(4,4,5,5-tetramethyl-1,3,2-dioxaborolan-2-yl)phenyl)-1H-pyrido[1,2-c]pyrimidine-1,3(2H)-dione), FC1=CC=CN2C(N(C(C=C21)=O)C2=C(C(=CC=C2)B2OC(C(O2)(C)C)(C)C)C)=O (racemic 5-fluoro-2-(2-methyl-3-(4,4,5,5-tetramethyl-1,3,2-dioxaborolan-2-yl)phenyl)-1H-pyrido[1,2-c]pyrimidine-1,3(2H)-dione), C(=O)([O-])[O-].[Cs+].[Cs+] (Cs2CO3). The reagents and catalysts are C1=CC=C(C=C1)P([C-]2C=CC=C2)C3=CC=CC=C3.C1=CC=C(C=C1)P([C-]2C=CC=C2)C3=CC=CC=C3.Cl[Pd]Cl.[Fe+2].C(Cl)Cl (PdCl2(dppf) DCM). Solvent: O1CCOCC1 (dioxane), O (water). Reaction conditions: temperature 60 celsius, time 30 second. Product: FC=1C=C(C=2NC3=CC(=CC=C3C2C1C1=C(C(=CC=C1)N1C(N2C(=CC1=O)C(=CC=C2)F)=O)C)C(C)(C)O)C(=O)N (3-fluoro-4-(3-(5-fluoro-1,3-dioxo-1H-pyrido[1,2-c]pyrimidin-2(3H)-yl)-2-methylphenyl)-7-(2-hydroxypropan-2-yl)-9H-carbazole-1-carboxamide). Isolated yield 63.8%. RXN SMILES: Br[C:2]1[C:14]2[C:13]3[C:8](=[CH:9][C:10]([C:15]([OH:18])([CH3:17])[CH3:16])=[CH:11][CH:12]=3)[NH:7][C:6]=2[C:5]([C:19]([NH2:21])=[O:20])=[CH:4][C:3]=1[F:22].[F:23][C:24]1[C:33]2[N:28]([C:29](=[O:51])[N:30]([C:35]3[CH:40]=[CH:39][CH:38]=[C:37](B4OC(C)(C)C(C)(C)O4)[C:36]=3[CH3:50])[C:31](=[O:34])[CH:32]=2)[CH:27]=[CH:26][CH:25]=1.C([O-])([O-])=O.[Cs+].[Cs+]>O1CCOCC1.O.C1C=CC(P(C2C=CC=CC=2)[C-]2C=CC=C2)=CC=1.C1C=CC(P(C2C=CC=CC=2)[C-]2C=CC=C2)=CC=1.Cl[Pd]Cl.[Fe+2].C(Cl)Cl>[F:22][C:3]1[CH:4]=[C:5]([C:19]([NH2:21])=[O:20])[C:6]2[NH:7][C:8]3[C:13]([C:14]=2[C:2]=1[C:37]1[CH:38]=[CH:39][CH:40]=[C:35]([N:30]2[C:31](=[O:34])[CH:32]=[C:33]4[C:24]([F:23])=[CH:25][CH:26]=[CH:27][N:28]4[C:29]2=[O:51])[C:36]=1[CH3:50])=[CH:12][CH:11]=[C:10]([C:15]([OH:18])([CH3:17])[CH3:16])[CH:9]=3 |f:2.3.4,7.8.9.10.11|. Procedure details: A mixture of 4-bromo-3-fluoro-7-(2-hydroxypropan-2-yl)-9H-carbazole-1-carboxamide [Intermediate 27] (0.200 g, 0.548 mmol), 5-fluoro-2-(2-methyl-3-(4,4,5,5-tetramethyl-1,3,2-dioxaborolan-2-yl)phenyl)-1H-pyrido[1,2-c]pyrimidine-1,3(2H)-dione [Intermediate 37] (0.260 g, 0.657 mmol) and Cs2CO3 (0.357 g, 1.10 mmol) in dioxane (4 mL) and water (1 mL) was bubbled with nitrogen for 2 min, then was treated with PdCl2(dppf) DCM adduct (0.022 g, 0.027 mmol). Bubbling with nitrogen was continued for 30 sec ... Starting materials: Cc1cc(C=O)no1, CC(C)Oc1ccc(CCC2(C3CCCC3)CC(=O)CC(=O)O2)cc1F. Yields the product Cc1cc(CC2=C(O)CC(CCc3ccc(OC(C)C)c(F)c3)(C3CCCC3)OC2=O)no1. Reaction SMILES: [CH3:27][c:28]1[cH:29][c:30]([CH:33]=[O:34])[n:31][o:32]1.[CH:1]1([C:6]2([CH2:14][CH2:15][c:16]3[cH:17][c:18]([F:26])[c:19]([O:22][CH:23]([CH3:24])[CH3:25])[cH:20][cH:21]3)[CH2:7][C:8](=[O:13])[CH2:9][C:10](=[O:12])[O:11]2)[CH2:2][CH2:3][CH2:4][CH2:5]1>>[CH:1]1([C:6]2([CH2:14][CH2:15][c:16]3[cH:17][c:18]([F:26])[c:19]([O:22][CH:23]([CH3:24])[CH3:25])[cH:20][cH:21]3)[CH2:7][C:8]([OH:13])=[C:9]([CH2:33][c:30]3[cH:29][c:28]([CH3:27])[o:32][n:31]3)[C:10](=[O:12])[O:11]2)[CH2:2][CH2:3][CH2:4][CH2:5]1.